Dataset: the Open Reaction Database (ORD), a public repository of structured organic reaction records. Task: describe an organic reaction: reactants, conditions, products, and yield The reactants are CO, Cl, [Na+], [OH-], O, COC(=O)c1cn2c(n1)COc1ccccc1-2. Product: O=C(O)c1cn2c(n1)COc1ccccc1-2. RXN SMILES: [CH3:21][OH:22].[ClH:20].[Na+:19].[OH-:18].[OH2:23].[cH:1]1[c:2]([C:14](=[O:15])[O:16][CH3:17])[n:3][c:4]2[n:9]1-[c:8]1[c:7]([cH:13][cH:12][cH:11][cH:10]1)[O:6][CH2:5]2>>[cH:1]1[c:2]([C:14](=[O:15])[OH:16])[n:3][c:4]2[n:9]1-[c:8]1[c:7]([cH:13][cH:12][cH:11][cH:10]1)[O:6][CH2:5]2. Reported procedure: N-methylmorpholine (0.25 mL, 2.27 mmol) was added to a suspension of 2-chloro-4,6-dimethoxy-1,3,5-triazine (405 mg, 2.27 mmol) and 2-{2-[(tert-butoxy)carbonylamino]-2-methylpropanoylamino}-2-phenylacetic acid (570 mg, 1.69 mmol) in CH2Cl2 (7 mL) and THF (2 mL) at 23° C. The mixture stirred for 2 h and 2-(4-aminoimidazolyl)-2-phenyl-1-pyrrolidinylethan-1-one dihydrochloride (779 mg, 2.27 mmol) was added in one portion. After 16 h, the reaction was diluted with EtOAc (50 mL) and 10% (w/w) aqueous ... Run at time 2 hour. The reactants are CN1CCOCC1 (N-methylmorpholine), ClC1=NC(=NC(=N1)OC)OC (2-chloro-4,6-dimethoxy-1,3,5-triazine), C(C)(C)(C)OC(=O)NC(C(=O)NC(C(=O)O)C1=CC=CC=C1)(C)C (2-{2-[(tert-butoxy)carbonylamino]-2-methylpropanoylamino}-2-phenylacetic acid), Cl.Cl.NC=1N=C(NC1)C(C(=O)N1CCCC1)C1=CC=CC=C1 (2-(4-aminoimidazolyl)-2-phenyl-1-pyrrolidinylethan-1-one dihydrochloride). Reaction SMILES: CN1CCOCC1.Cl[C:9]1[N:14]=[C:13](OC)[N:12]=[C:11](OC)[N:10]=1.[C:19]([O:23][C:24]([NH:26][C:27]([CH3:42])([CH3:41])[C:28]([NH:30][CH:31]([C:35]1[CH:40]=[CH:39][CH:38]=[CH:37][CH:36]=1)[C:32]([OH:34])=O)=[O:29])=[O:25])([CH3:22])([CH3:21])[CH3:20].Cl.Cl.NC1N=C([CH:51]([C:59]2[CH:64]=[CH:63][CH:62]=[CH:61][CH:60]=2)[C:52]([N:54]2[CH2:58][CH2:57][CH2:56][CH2:55]2)=[O:53])NC=1>C(Cl)Cl.C1COCC1.CCOC(C)=O.C(O)(=O)CC(CC(O)=O)(C(O)=O)O>[C:19]([O:23][C:24]([NH:26][C:27]([CH3:41])([CH3:42])[C:28]([NH:30][C@@H:31]([C:32](=[O:34])[NH:10][C:9]1[N:14]=[CH:13][N:12]([CH:51]([C:59]2[CH:60]=[CH:61][CH:62]=[CH:63][CH:64]=2)[C:52](=[O:53])[N:54]2[CH2:55][CH2:56][CH2:57][CH2:58]2)[CH:11]=1)[C:35]1[CH:36]=[CH:37][CH:38]=[CH:39][CH:40]=1)=[O:29])=[O:25])([CH3:22])([CH3:20])[CH3:21] |f:3.4.5|. Solvent: CCOC(=O)C (EtOAc), C(CC(O)(C(=O)O)CC(=O)O)(=O)O (citric acid), C(Cl)Cl (CH2Cl2), C1CCOC1 (THF). The product is C(C)(C)(C)OC(=O)NC(C(=O)N[C@H](C1=CC=CC=C1)C(NC=1N=CN(C1)C(C(N1CCCC1)=O)C1=CC=CC=C1)=O)(C)C ((R)-2-[(Tert-butoxy)carbonylamino]-2-methyl-N-({N-[1-(2-oxo-1-phenyl-2-pyrrolidinylethyl)imidazol-4-yl]carbamoyl}phenylmethyl)propanamide). Yield: 40.7%. Reactants: O (water), OC(CCC)C1=C(C=CC=C1)NC(C)=O (N-[2-(1-hydroxybutyl)phenyl]acetamide), [H][H] (hydrogen), [H][H] (hydrogen), Cl (hydrochloric acid). The reagents and catalysts are [Pd] (palladium on carbon). The solvent is C(C)O (ethanol). The product is C(CCC)C1=C(C=CC=C1)NC(C)=O (N-(2-Butylphenyl)acetamide). Yield: 94.0%. RXN SMILES: O.O[CH:3]([C:7]1[CH:12]=[CH:11][CH:10]=[CH:9][C:8]=1[NH:13][C:14](=[O:16])[CH3:15])[CH2:4][CH2:5][CH3:6].Cl.[H][H]>[Pd].C(O)C>[CH2:3]([C:7]1[CH:12]=[CH:11][CH:10]=[CH:9][C:8]=1[NH:13][C:14](=[O:16])[CH3:15])[CH2:4][CH2:5][CH3:6]. Reported procedure: A suspension of 10% (w/w) palladium on carbon (7.8 g, wet with an additional 50% by weight of water) in absolute ethanol (625 ml) containing N-[2-(1-hydroxybutyl)phenyl]acetamide (156 g) was prepared, and concentrated hydrochloric acid (3.2 ml) was added. The mixture was shaken under a positive pressure of about 345,000 Pascals (50 pounds per square inch gauge reading) of hydrogen gas. When hydrogen uptake had ceased (in about 24 hours), the mixture was filtered through diatomaceous earth, and t... The product is O(C1=CC=CC=C1)CC(=O)OCCCCC(C1=CC=CC=C1)=O (5-oxo-5-phenylpentyl phenoxyacetate). Reactants: 1.e, O(C1=CC=CC=C1)CC(=O)OCCCCC1(OCCO1)C1=CC=CC=C1 (4-(2-phenyl-1,3-dioxolan-2-yl)butyl phenoxyacetate), CCCCCCC.CCOCC (heptane ether), solution, Cl (HCl). Run in C1CCOC1 (THF). Procedure details: This compound was synthesised as described under 1.e) with 1.45 ml of a 1N solution of HCl, 2.90 g (8.1 mmol) of 4-(2-phenyl-1,3-dioxolan-2-yl)butyl phenoxyacetate obtained under a) in 13 ml of THF for 17 h. Column chromatography (SiO2, heptane/ether 8:2) afforded 1.98 g (78%) of a slightly yellow oil. As a reaction SMILES: Cl.[O:2]([CH2:9][C:10]([O:12][CH2:13][CH2:14][CH2:15][CH2:16][C:17]1([C:22]2[CH:27]=[CH:26][CH:25]=[CH:24][CH:23]=2)OCC[O:18]1)=[O:11])[C:3]1[CH:8]=[CH:7][CH:6]=[CH:5][CH:4]=1.CCCCCCC.CCOCC>C1COCC1>[O:2]([CH2:9][C:10]([O:12][CH2:13][CH2:14][CH2:15][CH2:16][C:17](=[O:18])[C:22]1[CH:27]=[CH:26][CH:25]=[CH:24][CH:23]=1)=[O:11])[C:3]1[CH:4]=[CH:5][CH:6]=[CH:7][CH:8]=1 |f:2.3|. Yields the product COC(=O)c1ccccc1C(=O)O. As a reaction SMILES: [CH3:12][OH:13].[O:1]=[C:2]1[O:3][C:4](=[O:5])[c:6]2[cH:7][cH:8][cH:9][cH:10][c:11]21>>[O:1]=[C:2]([c:11]1[c:6]([C:4]([OH:3])=[O:5])[cH:7][cH:8][cH:9][cH:10]1)[O:13][CH3:12]. Reactants: CO, O=C1OC(=O)c2ccccc21. The reactants are mixture, CC1=CC(OCC1)C1=CC=CC=C1 (5,6-dihydro-4-methyl-2-phenyl-2H-pyran), C=C1CC(OCC1)C1=CC=CC=C1 (tetrahydro-4-methylene-2-phenyl-2H-pyran), C(C1=CC=CC=C1)=O (benzaldehyde), CC(=C)CCO (isoprenol). The reagents and catalysts are [Pd] (Pd on charcoal). Solvent: C(C)O (ethyl alcohol). The product is CC1CC(OCC1)C1=CC=CC=C1 (tetrahydro-4-methyl-2-phenyl-2H-pyran). Reaction SMILES: [CH3:1][C:2]1[CH2:7][CH2:6][O:5][CH:4]([C:8]2[CH:13]=[CH:12][CH:11]=[CH:10][CH:9]=2)[CH:3]=1.C=C1CCOC(C2C=CC=CC=2)C1.C(=O)C1C=CC=CC=1.CC(CCO)=C>C(O)C.[Pd]>[CH3:1][CH:2]1[CH2:7][CH2:6][O:5][CH:4]([C:8]2[CH:13]=[CH:12][CH:11]=[CH:10][CH:9]=2)[CH2:3]1. Procedure: In an autoclave, 10 g of a mixture of 5,6-dihydro-4-methyl-2-phenyl-2H-pyran and tetrahydro-4-methylene-2-phenyl-2H-pyran (prepared from benzaldehyde and isoprenol as described in Swiss Pat. No. 655 932) in 50 ml of ethyl alcohol were hydrogenated in the presence of 0.1 g of 10% Pd on charcoal to yield 9.7 g of pure tetrahydro-4-methyl-2-phenyl-2H-pyran. Starting materials: CN1N=C(C=C1N)C (1,3-Dimethyl-5-pyrazolamine), COC(C(C(=O)C)=CC1=CC(=CC=C1)[N+](=O)[O-])=O (methyl-2-(3-nitrobenzyliden)acetoacetate). Solvent: C(C)O (ethanol). Yields the product COC(=O)C=1C(C2=C(NC1C)N(N=C2C)C)C2=CC(=CC=C2)[N+](=O)[O-] (4,7-dihydro-1,3,6-trimethyl-4-(3-nitrophenyl)-1H-pyrazolo[3,4-b]pyridin-5-carboxylic acid methyl ester). RXN SMILES: [CH3:1][N:2]1[C:6]([NH2:7])=[CH:5][C:4]([CH3:8])=[N:3]1.[CH3:9][O:10][C:11](=[O:26])[C:12](=[CH:16][C:17]1[CH:22]=[CH:21][CH:20]=[C:19]([N+:23]([O-:25])=[O:24])[CH:18]=1)[C:13]([CH3:15])=O>C(O)C>[CH3:9][O:10][C:11]([C:12]1[CH:16]([C:17]2[CH:22]=[CH:21][CH:20]=[C:19]([N+:23]([O-:25])=[O:24])[CH:18]=2)[C:5]2[C:4]([CH3:8])=[N:3][N:2]([CH3:1])[C:6]=2[NH:7][C:13]=1[CH3:15])=[O:26]. Procedure: 1,3-Dimethyl-5-pyrazolamine (3.33 g; 0.030 mol) is dissolved in ethanol (35 ml) and methyl-2-(3-nitrobenzyliden)acetoacetate (6.75 g; 0.27 mol) is added thereto. The mixture is refluxed for about 5 hours, then the solvent is evaporated under reduced pressure and the residue is taken up in methylene chloride, washed with 2% hydrochloric acid and then with saturated aqueous sodium bicarbonate, the organic phase is dried over sodium sulphate and then the solvent is evaporated. The solid compound of... Reactants: N(=[N+]=[N-])C[C@H]1CN(C(O1)=O)C1=NC=C(C=C1)Cl ((5R)-5-(azidomethyl)-3-(5-chloropyridin-2-yl)-1,3-oxazolidin-2-one), N(=[N+]=[N-])C[C@H]1CN(C(O1)=O)C1=NC=C(C=C1)Cl ((5R)-5-(azidomethyl)-3-(5-chloropyridin-2-yl)-1,3-oxazolidin-2-one), C1(=CC=CC=C1)P(C1=CC=CC=C1)C1=CC=CC=C1 (triphenylphosphine). Run in O1CCCC1 (tetrahydrofuran), O (water). Product: NC[C@H]1CN(C(O1)=O)C1=NC=C(C=C1)Cl ((5S)-5-(Aminomethyl)-3-(5-chloropyridin-2-yl)-1,3-oxazolidin-2-one). Isolated yield 87.3%. Reaction SMILES: [N:1]([CH2:4][C@@H:5]1[O:9][C:8](=[O:10])[N:7]([C:11]2[CH:16]=[CH:15][C:14]([Cl:17])=[CH:13][N:12]=2)[CH2:6]1)=[N+]=[N-].C1(P(C2C=CC=CC=2)C2C=CC=CC=2)C=CC=CC=1>O1CCCC1.O>[NH2:1][CH2:4][C@@H:5]1[O:9][C:8](=[O:10])[N:7]([C:11]2[CH:16]=[CH:15][C:14]([Cl:17])=[CH:13][N:12]=2)[CH2:6]1. Procedure details: A mixture of (5R)-5-(azidomethyl)-3-(5-chloropyridin-2-yl)-1,3-oxazolidin-2-one (2.22 g, INTERMEDIATE 9) and triphenylphosphine (3.44 g) was heated to 65° C. for 6 h in 444 ml of tetrahydrofuran and 56 ml of water. The sample was then cooled to room temperature, and concentrated in vacuo. The residue was purified via column chromatography on a Biotage Horizon 40M column eluting with 100% ethyl acetate (5 column volumes) to remove excess triphenylphosphine and triphenylphosphine oxide, followed b... The reactants are Amidine, ClP(C1=CC=CC=C1)C1=CC=CC=C1 (chlorodiphenylphosphine), C(CC)C1=C(C=CC=C1)NC(C1=CC=C(C=C1)C)=N (N1-(2-n-propylphenyl)-4-methylbenzamidine), C(CCC)[Li] (butyllithium). Yields the product C(CC)C1=C(C=CC=C1)NC(C1=CC=C(C=C1)C)=NP(C1=CC=CC=C1)C1=CC=CC=C1 (N1-(2-n-propylphenyl)-N2-(diphenylphosphino)-4-methylbenzamidine). RXN SMILES: [CH2:1]([C:4]1[CH:9]=[CH:8][CH:7]=[CH:6][C:5]=1[NH:10][C:11](=[NH:19])[C:12]1[CH:17]=[CH:16][C:15]([CH3:18])=[CH:14][CH:13]=1)[CH2:2][CH3:3].C([Li])CCC.Cl[P:26]([C:33]1[CH:38]=[CH:37][CH:36]=[CH:35][CH:34]=1)[C:27]1[CH:32]=[CH:31][CH:30]=[CH:29][CH:28]=1>>[CH2:1]([C:4]1[CH:9]=[CH:8][CH:7]=[CH:6][C:5]=1[NH:10][C:11](=[N:19][P:26]([C:33]1[CH:34]=[CH:35][CH:36]=[CH:37][CH:38]=1)[C:27]1[CH:32]=[CH:31][CH:30]=[CH:29][CH:28]=1)[C:12]1[CH:13]=[CH:14][C:15]([CH3:18])=[CH:16][CH:17]=1)[CH2:2][CH3:3]. Reported procedure: Procedure as described for NP Amidine XVII using the following amounts: 1.26 g of N1-(2-n-propylphenyl)-4-methylbenzamidine (5.0 mmol), 2.50 mL of 2.0 M butyllithium (5.0 mmol), 0.90 mL of chlorodiphenylphosphine (5.0 mmol). 1.76 g (74%) of light yellow solid was collected.